Dataset: the Open Reaction Database (ORD), a public repository of structured organic reaction records. Task: describe an organic reaction: reactants, conditions, products, and yield Reactants: O(C1=CC=CC=C1)CCCCBr (4-phenoxybutyl bromide), C(=O)N1CCNCC1 (1-formylpiperazine). Run in CC(C)O (2-propanol). Product: O(C1=CC=CC=C1)CCN1CCNCC1 (1-[2-phenoxyethyl]piperazine). Reaction SMILES: [O:1]([CH2:8][CH2:9]CCBr)[C:2]1[CH:7]=[CH:6][CH:5]=[CH:4][CH:3]=1.C([N:15]1[CH2:20][CH2:19][NH:18][CH2:17][CH2:16]1)=O>CC(O)C>[O:1]([CH2:8][CH2:9][N:15]1[CH2:20][CH2:19][NH:18][CH2:17][CH2:16]1)[C:2]1[CH:3]=[CH:4][CH:5]=[CH:6][CH:7]=1. Reported procedure: The procedure of Example 2 was repeated in entirety substituting 57.0 g (0.27 moles) of 2-bromoethyl phenyl ether for 4-phenoxybutyl bromide, using 61.6 g (0.54 moles) of 1-formylpiperazine in 300 ml of 2-propanol and refluxing the mixture for 8 hours. Evaporation of the final dried chloroform extracts gave 35 g of 1-[2-phenoxyethyl]piperazine as an oil. The reactants are CN1C2=C(C=3C=CC=CC13)C(N(CC2)CC=2N=CNC2C)=O (2,3,4,5-Tetrahydro-5-methyl-2-[(5-methyl-1H-imidazol-4-yl)methyl]-1H-pyrido[4,3-b]indol-1-one), Cl (hydrochloric acid), C (charcoal). Run in C(C)O (ethanol). Conditions: time 8 hour. The product is Cl.CN1C2=C(C=3C=CC=CC13)C(N(CC2)CC=2N=CNC2C)=O (2,3,4,5-Tetrahydro-5-methyl-2-[(5-methyl-1H-imidazol-4-yl)methyl]-1H-pyrido[4,3-b]indol-1-one hydrochloride). Reaction SMILES: [CH3:1][N:2]1[C:10]2[CH:9]=[CH:8][CH:7]=[CH:6][C:5]=2[C:4]2[C:11](=[O:22])[N:12]([CH2:15][C:16]3[N:17]=[CH:18][NH:19][C:20]=3[CH3:21])[CH2:13][CH2:14][C:3]1=2.[ClH:23].C>C(O)C>[ClH:23].[CH3:1][N:2]1[C:10]2[CH:9]=[CH:8][CH:7]=[CH:6][C:5]=2[C:4]2[C:11](=[O:22])[N:12]([CH2:15][C:16]3[N:17]=[CH:18][NH:19][C:20]=3[CH3:21])[CH2:13][CH2:14][C:3]1=2 |f:4.5|. Reported procedure: 2,3,4,5-Tetrahydro-5-methyl-2-[(5-methyl-1H-imidazol-4-yl)methyl]-1H-pyrido[4,3-b]indol-1-one (1.00 g) was suspended in ethanol (40 ml) and concentrated hydrochloric acid (1.00 ml) was added. The mixture was warmed to 40° and charcoal (0.25 g) was added. The resulting suspension was stirred and warmed for 5 min. and then filtered. The filtrate was evaporated in vacuo to ca. 20 ml and was allowed to cool to 20°. Ether (40 ml) was added with stirring over 5 min., and the mixture was stored at 4° o... The reactants are O=O (O2), [Rh(COD)2 ]BF4, CO (methanol), FC1=CC=C(C=C1)C(C(=O)O)=C(C)C (2-(p-fluorophenyl)-3-methylcrotonic acid). The reagents and catalysts are [Rh] (Rhodium). The solvent is O1CCCC1 (tetrahydrofuran), O1CCCC1 (tetrahydrofuran). Conditions: time 15 minute. Product: FC1=CC=C(C=C1)[C@@H](C(=O)O)C(C)C ((S)-2-(p-fluorophenyl)-3-methylbutyric acid). The yield is 95.0%. As a reaction SMILES: O=O.[F:3][C:4]1[CH:9]=[CH:8][C:7]([C:10](=[C:14]([CH3:16])[CH3:15])[C:11]([OH:13])=[O:12])=[CH:6][CH:5]=1.CO>O1CCCC1.[Rh]>[F:3][C:4]1[CH:5]=[CH:6][C:7]([C@H:10]([CH:14]([CH3:16])[CH3:15])[C:11]([OH:13])=[O:12])=[CH:8][CH:9]=1. Reported procedure: Rhodium-catalyzed hydrogenation. -- A catalyst solution was prepared in a glove box (O2 content <1 ppm) by dissolving 0.01045 g (0.0257 mmol) of [Rh(COD)2 ]BF4 and 0.01861 g (0.0257 mmol) of (R,S)-BPPFA-EPIP in 20 ml of tetrahydrofuran and stirring at RT for 15 minutes. Then, 5.0 g (25.75 mmol) of 2-(p-fluorophenyl)-3-methylcrotonic acid, 13 ml of methanol and 33 ml of tetrahydrofuran were placed in a 185 ml autoclave and the catalyst solution prepared above was added. The autoclave was sealed a... Reactants: Cl.COC=1C=C(C=CC1OC)C=1C(C(N(N1)C1CCNCC1)=O)(C)C (5-(3,4-dimethoxyphenyl)-4,4-dimethyl-2-(piperidin-4-yl)-2,4-dihydro-3H-pyrazol-3-one hydrochloride), Cl.COC=1C=C(C=CC1OC)C=1C(C(N(N1)C1CCNCC1)=O)(C)C (5-(3,4-dimethoxyphenyl)-4,4-dimethyl-2-(piperidin-4-yl)-2,4-dihydro-3H-pyrazol-3-one hydrochloride), CC=1C(=NC=CC1)C(=O)O (3-methylpyridine-2-carboxylic acid). Yields the product COC=1C=C(C=CC1OC)C=1C(C(N(N1)C1CCN(CC1)C(=O)C1=NC=CC=C1C)=O)(C)C (5-(3,4-Dimethoxyphenyl)-4,4-dimethyl-2-{1-[(3-methylpyridin-2-yl)carbonyl]piperidin-4-yl}-2,4-dihydro-3H-pyrazol-3-one). RXN SMILES: Cl.[CH3:2][O:3][C:4]1[CH:5]=[C:6]([C:12]2[C:13]([CH3:25])([CH3:24])[C:14](=[O:23])[N:15]([CH:17]3[CH2:22][CH2:21][NH:20][CH2:19][CH2:18]3)[N:16]=2)[CH:7]=[CH:8][C:9]=1[O:10][CH3:11].[CH3:26][C:27]1[C:28]([C:33](O)=[O:34])=[N:29][CH:30]=[CH:31][CH:32]=1>>[CH3:2][O:3][C:4]1[CH:5]=[C:6]([C:12]2[C:13]([CH3:25])([CH3:24])[C:14](=[O:23])[N:15]([CH:17]3[CH2:22][CH2:21][N:20]([C:33]([C:28]4[C:27]([CH3:26])=[CH:32][CH:31]=[CH:30][N:29]=4)=[O:34])[CH2:19][CH2:18]3)[N:16]=2)[CH:7]=[CH:8][C:9]=1[O:10][CH3:11] |f:0.1|. Procedure details: The title compound is prepared analogously as described for GP2-WU2 using 5-(3,4-dimethoxyphenyl)-4,4-dimethyl-2-(piperidin-4-yl)-2,4-dihydro-3H-pyrazol-3-one (compound B1) and 3-methylpyridine-2-carboxylic acid as starting compounds. The crude product is purified by chromatography (amino phase silica gel and DCM) to yield the title compound. The reactants are FC=1C=CC(=NC1)COC1=CC(N(C=C1)C1=CC=C2C3=C(N(C2=C1)C)CN(CCC3)C(=O)OC(C)(C)C)=O (tert-butyl 8-(4-((5-fluoropyridin-2-yl)methoxy)-2-oxopyridin-1(2H)-yl)-10-methyl-3,4,5,10-tetrahydroazepino[3,4-b]indole-2(1H)-carboxylate), CO.C(Cl)Cl (MeOH CH2Cl2), Cl (HCl). Run in C(C)OCC (diethyl ether). Conditions: time 2 hour. The product is C(Cl)Cl.CO.[NH4+].[OH-] (CH2Cl2 MeOH NH4OH), FC=1C=CC(=NC1)COC1=CC(N(C=C1)C1=CC=C2C3=C(N(C2=C1)C)CNCCC3)=O (4-((5-Fluoropyridin-2-yl)methoxy)-1-(10-methyl-1,2,3,4,5,10-hexahydroazepino[3,4-b]indol-8-yl)pyridin 2(1H)-one). Isolated yield 43.0%. RXN SMILES: [F:1][C:2]1[CH:3]=[CH:4][C:5]([CH2:8][O:9][C:10]2[CH:15]=[CH:14][N:13]([C:16]3[CH:24]=[C:23]4[C:19]([C:20]5[CH2:30][CH2:29][CH2:28][N:27](C(OC(C)(C)C)=O)[CH2:26][C:21]=5[N:22]4[CH3:25])=[CH:18][CH:17]=3)[C:12](=[O:38])[CH:11]=2)=[N:6][CH:7]=1.C[OH:40].[CH2:41]([Cl:43])[Cl:42].Cl>C(OCC)C>[CH2:41]([Cl:43])[Cl:42].[CH3:8][OH:9].[NH4+:6].[OH-:40].[F:1][C:2]1[CH:3]=[CH:4][C:5]([CH2:8][O:9][C:10]2[CH:15]=[CH:14][N:13]([C:16]3[CH:24]=[C:23]4[C:19]([C:20]5[CH2:30][CH2:29][CH2:28][NH:27][CH2:26][C:21]=5[N:22]4[CH3:25])=[CH:18][CH:17]=3)[C:12](=[O:38])[CH:11]=2)=[N:6][CH:7]=1 |f:1.2,5.6.7.8|. Reported procedure: A solution of tert-butyl 8-(4-((5-fluoropyridin-2-yl)methoxy)-2-oxopyridin-1(2H)-yl)-10-methyl-3,4,5,10-tetrahydroazepino[3,4-b]indole-2(1H)-carboxylate (0.12 mg, 0.23 mmol) in 4:1 MeOH/CH2Cl2 (5.0 mL) was treated with anhydrous 1.0 M HCl in diethyl ether (46 mL), and the resulting solution was stirred at ambient temperature for 2 h. The solids were collected by filtration, washed with Et2O and dried. Preparative TLC (Analtech, 20×20 cm, 1000 microns, 80:18:2 CH2Cl2/MeOH/NH4OH) afforded the titl...